This data is from the Open Reaction Database (ORD), a public repository of structured organic reaction records. The task is: describe an organic reaction: reactants, conditions, products, and yield Starting materials: C(C)(C)C=1SC=C(N1)CCOC(=O)N[C@@H](C(C)C)C(=O)O (N-((2-(2-isopropyl-4-thiazolyl)ethoxy)carbonyl)valine), N[C@@H](CC1=CC=CC=C1)[C@H](C[C@H](CC1=CC=CC=C1)NC(=O)OCC1=CN=CS1)O ((2S,3S,5S)-2-amino-5-(N-((5-thiazolyl)methoxycarbonyl)amino)-1,6-diphenyl-3-hydroxyhexane). Product: C(C)(C)C=1SC=C(N1)CCOC(=O)N[C@@H](C(C)C)C(=O)N[C@@H](CC1=CC=CC=C1)[C@H](C[C@H](CC1=CC=CC=C1)NC(=O)OCC1=CN=CS1)O ((2S,3S,5S)-2-(N-(N-((2-(2-Isopropyl-4-thiazolyl)ethoxy)carbonyl)valinyl)amino)-5-(N-((5-thiazolyl)methoxycarbonyl)amino)-1,6-diphenyl-3-hydroxyhexane). RXN SMILES: [CH:1]([C:4]1[S:5][CH:6]=[C:7]([CH2:9][CH2:10][O:11][C:12]([NH:14][C@H:15]([C:19]([OH:21])=O)[CH:16]([CH3:18])[CH3:17])=[O:13])[N:8]=1)([CH3:3])[CH3:2].[NH2:22][C@H:23]([C@@H:31]([OH:51])[CH2:32][C@@H:33]([NH:41][C:42]([O:44][CH2:45][C:46]1[S:50][CH:49]=[N:48][CH:47]=1)=[O:43])[CH2:34][C:35]1[CH:40]=[CH:39][CH:38]=[CH:37][CH:36]=1)[CH2:24][C:25]1[CH:30]=[CH:29][CH:28]=[CH:27][CH:26]=1>>[CH:1]([C:4]1[S:5][CH:6]=[C:7]([CH2:9][CH2:10][O:11][C:12]([NH:14][C@H:15]([C:19]([NH:22][C@H:23]([C@@H:31]([OH:51])[CH2:32][C@@H:33]([NH:41][C:42]([O:44][CH2:45][C:46]2[S:50][CH:49]=[N:48][CH:47]=2)=[O:43])[CH2:34][C:35]2[CH:40]=[CH:39][CH:38]=[CH:37][CH:36]=2)[CH2:24][C:25]2[CH:30]=[CH:29][CH:28]=[CH:27][CH:26]=2)=[O:21])[CH:16]([CH3:17])[CH3:18])=[O:13])[N:8]=1)([CH3:2])[CH3:3]. Procedure: Using the procedure of Example 1U, but replacing N-((N-methyl-N-((2-isopropyl-4-thiazolyl)methyl)amino)carbonyl)-L-valine with N-((2-(2-isopropyl-4-thiazolyl)ethoxy)carbonyl)valine and replacing (2S,3S,5S)-5-amino-2-(N-((5-thiazolyl)methoxycarbonyl)amino)-1,6-diphenyl-3-hydroxyhexane with (2S,3S,5S)-2-amino-5-(N-((5-thiazolyl)methoxycarbonyl)amino)-1,6-diphenyl-3-hydroxyhexane provided, after purification by silica gel chromatography using 99:1 CHCl3 :CH3OH, 50 mg (30%) of the desired compound (... The reactants are CC(C)(C)c1cc(-c2n[nH]c(=S)s2)cc(C(C)(C)C)c1O, [H-], CI, [Na+], C1CCOC1. Product: CSc1nnc(-c2cc(C(C)(C)C)c(O)c(C(C)(C)C)c2)s1. As a reaction SMILES: [CH3:1][C:2]([CH3:3])([CH3:4])[c:5]1[cH:6][c:7](-[c:16]2[n:17][nH:18][c:19](=[S:21])[s:20]2)[cH:8][c:9]([C:12]([CH3:13])([CH3:14])[CH3:15])[c:10]1[OH:11].[H-:22].[I:24][CH3:25].[Na+:23].[O:26]1[CH2:27][CH2:28][CH2:29][CH2:30]1>>[CH3:1][C:2]([CH3:3])([CH3:4])[c:5]1[cH:6][c:7](-[c:16]2[n:17][n:18][c:19]([S:21][CH3:25])[s:20]2)[cH:8][c:9]([C:12]([CH3:13])([CH3:14])[CH3:15])[c:10]1[OH:11]. Starting materials: CC(C)(C)OC(=O)NN, Cc1cc(CBr)c(C)o1, CCOC(C)=O, [K+], [K+], O=C([O-])[O-], CN(C)C=O. Yields the product Cc1cc(CNNC(=O)OC(C)(C)C)c(C)o1. As a reaction SMILES: [C:16]([CH3:17])([CH3:18])([CH3:19])[O:20][C:21]([NH:22][NH2:23])=[O:24].[CH3:1][c:2]1[o:3][c:4]([CH3:9])[cH:5][c:6]1[CH2:7][Br:8].[CH3:30][CH2:31][O:32][C:33](=[O:34])[CH3:35].[K+:10].[K+:11].[O-:12][C:13]([O-:14])=[O:15].[O:25]=[CH:26][N:27]([CH3:28])[CH3:29]>>[CH3:1][c:2]1[o:3][c:4]([CH3:9])[cH:5][c:6]1[CH2:7][NH:23][NH:22][C:21]([O:20][C:16]([CH3:17])([CH3:18])[CH3:19])=[O:24]. Reactants: CC(=O)c1ccc(OCCNC(C)(C)C)cc1, CCO, [Na+], [OH-], O, O=Cc1cccc2[nH]ccc12. The product is CC(C)(C)NCCOc1ccc(C(=O)C=Cc2cccc3[nH]ccc23)cc1. RXN SMILES: [CH3:14][C:15]([CH3:16])([CH3:17])[NH:18][CH2:19][CH2:20][O:21][c:22]1[cH:23][cH:24][c:25]([C:28]([CH3:29])=[O:30])[cH:26][cH:27]1.[CH3:31][CH2:32][OH:33].[Na+:13].[OH-:12].[OH2:34].[nH:1]1[cH:2][cH:3][c:4]2[c:5]([CH:10]=[O:11])[cH:6][cH:7][cH:8][c:9]12>>[nH:1]1[cH:2][cH:3][c:4]2[c:5]([CH:10]=[CH:29][C:28]([c:25]3[cH:24][cH:23][c:22]([O:21][CH2:20][CH2:19][NH:18][C:15]([CH3:14])([CH3:16])[CH3:17])[cH:27][cH:26]3)=[O:30])[cH:6][cH:7][cH:8][c:9]12.